From a dataset of the Open Reaction Database (ORD), a public repository of structured organic reaction records. describe an organic reaction: reactants, conditions, products, and yield Reactants: C(\C=C\C1=CC(O)=C(O)C=C1)(=O)O (caffeic acid), 2-(3,4-dihydroxyphenylethyl) trans-caffeoate, C1=CC(=C(C=C1CCO)O)O (3-hydroxytyrosol), C1=CC(=CC=C1CCO)O (tyrosol). Yields the product C(\C=C\C1=CC(O)=C(O)C=C1)(=O)OCCC1=CC(=C(C=C1)O)O (2-(3,4-dihydroxyphenyl)ethyl trans-caffeoate). RXN SMILES: [C:1]([OH:13])(=[O:12])/[CH:2]=[CH:3]/[C:4]1[CH:11]=[CH:10][C:8]([OH:9])=[C:6]([OH:7])[CH:5]=1.[CH:14]1[C:19]([CH2:20][CH2:21]O)=[CH:18][C:17]([OH:23])=[C:16]([OH:24])[CH:15]=1.C1C(CCO)=CC=C(O)C=1>>[C:1]([O:13][CH2:21][CH2:20][C:19]1[CH:14]=[CH:15][C:16]([OH:24])=[C:17]([OH:23])[CH:18]=1)(=[O:12])/[CH:2]=[CH:3]/[C:4]1[CH:11]=[CH:10][C:8]([OH:9])=[C:6]([OH:7])[CH:5]=1. Procedure details: The protocol derived from Example 14 above is applied with caffeic acid and 3-hydroxytyrosol instead of caffeic acid and tyrosol; the compound obtained is 2-(3,4-dihydroxyphenylethyl) trans-caffeoate (formula IVb2).